This data is from the Open Reaction Database (ORD), a public repository of structured organic reaction records. The task is: describe an organic reaction: reactants, conditions, products, and yield Reactants: CCCC(=O)N1CC2CNCC2C1, FC(F)(F)c1nnc2ccc(Cl)nn12. The product is CCCC(=O)N1CC2CN(c3ccc4nnc(C(F)(F)F)n4n3)CC2C1. Reaction SMILES: [CH2:1]1[NH:2][CH2:3][CH:4]2[CH:5]1[CH2:6][N:7]([C:9]([CH2:10][CH2:11][CH3:12])=[O:13])[CH2:8]2.[Cl:14][c:15]1[cH:16][cH:17][c:18]2[n:19]([n:20]1)[c:21]([C:24]([F:25])([F:26])[F:27])[n:22][n:23]2>>[CH2:1]1[N:2]([c:15]2[cH:16][cH:17][c:18]3[n:19]([n:20]2)[c:21]([C:24]([F:25])([F:26])[F:27])[n:22][n:23]3)[CH2:3][CH:4]2[CH:5]1[CH2:6][N:7]([C:9]([CH2:10][CH2:11][CH3:12])=[O:13])[CH2:8]2.